This data is from the Open Reaction Database (ORD), a public repository of structured organic reaction records. The task is: describe an organic reaction: reactants, conditions, products, and yield Run at time 3 hour. Yields the product CC1=C(C=C2CC(NC2=C1C)=O)OC (6,7-Dimethyl-5-methoxy-1,3-dihydro-2H-indole-2-one). The reactants are CC1=C(C=C2C(C(NC2=C1C)=O)SC)OC (6,7-dimethyl-5-methoxy-3(methylthio)-1,3-dihydro-2H-indole-2-one), C1(=CC=CC=C1)P(C1=CC=CC=C1)C1=CC=CC=C1 (triphenylphosphine), O.C=1(C(=CC=CC1)S(=O)(=O)O)C (toluenesulfonic acid monohydrate), O (water). Yield: 72.6%. The solvent is ClCCl (dichloromethane). Reaction SMILES: [CH3:1][C:2]1[C:10]([CH3:11])=[C:9]2[C:5]([CH:6](SC)[C:7](=[O:12])[NH:8]2)=[CH:4][C:3]=1[O:15][CH3:16].C1(P(C2C=CC=CC=2)C2C=CC=CC=2)C=CC=CC=1.O.C1(C)C(S(O)(=O)=O)=CC=CC=1.O>ClCCl>[CH3:1][C:2]1[C:10]([CH3:11])=[C:9]2[C:5]([CH2:6][C:7](=[O:12])[NH:8]2)=[CH:4][C:3]=1[O:15][CH3:16] |f:2.3|. Reported procedure: To a solution of 6,7-dimethyl-5-methoxy-3(methylthio)-1,3-dihydro-2H-indole-2-one (30 g, 126 mmol) in dichloromethane (600 mL) were added triphenylphosphine (40 g, 153 mmol) and toluenesulfonic acid monohydrate (29 g, 153 mmol) at room temperature, and the mixture was stirred for 3 hours. The reaction solution was poured into cool water, and the precipitated crystals were filtered. The crystals were washed with dichloromethane and water to obtain 17.5 g of the title compound. Starting materials: COC1=NC(=C(C=C1NC(OC1=CC=CC=C1)=S)C)CCC (Phenyl N-(2-methoxy-5-methyl-6-propylpyridin-3-yl)thiocarbamate), COC=1C=C(C=C(C1)OC)N1CCNCC1 (1-(3,5-dimethoxyphenyl)piperazine). Yields the product COC1=NC(=C(C=C1NC(=S)N1CCN(CC1)C1=CC(=CC(=C1)OC)OC)C)CCC (1-[(2-Methoxy-5-methyl-6-propylpyridin-3-yl)aminothiocarbonyl]-4-(3,5-dimethoxyphenyl)piperazine). The yield is 52.0%. Reaction SMILES: [CH3:1][O:2][C:3]1[C:8]([NH:9][C:10](=[S:18])OC2C=CC=CC=2)=[CH:7][C:6]([CH3:19])=[C:5]([CH2:20][CH2:21][CH3:22])[N:4]=1.[CH3:23][O:24][C:25]1[CH:26]=[C:27]([N:33]2[CH2:38][CH2:37][NH:36][CH2:35][CH2:34]2)[CH:28]=[C:29]([O:31][CH3:32])[CH:30]=1>>[CH3:1][O:2][C:3]1[C:8]([NH:9][C:10]([N:36]2[CH2:35][CH2:34][N:33]([C:27]3[CH:26]=[C:25]([O:24][CH3:23])[CH:30]=[C:29]([O:31][CH3:32])[CH:28]=3)[CH2:38][CH2:37]2)=[S:18])=[CH:7][C:6]([CH3:19])=[C:5]([CH2:20][CH2:21][CH3:22])[N:4]=1. Procedure details: Phenyl N-(2-methoxy-5-methyl-6-propylpyridin-3-yl)thiocarbamate and 1-(3,5-dimethoxyphenyl)piperazine were reacted by the same way with the example 22 to obtain the titled compound. The reactants are O([Si](C)(C)C(C)(C)C)CC1=CC=C(C=C1)B(O)O (4-(t-Butyldimethylsiloxymethyl)phenylboronic acid), water,m, O.O.O.O.O.O.[OH-].[Ba+2].[OH-] (barium hydroxide hexahydrate), C(C)(C)(C)OC(=O)NCC1=C(C=CC=C1)Br (N-(t-butoxycarbonyl)-2-bromobenzylamine). The reagents and catalysts are [Pd].C1(=CC=CC=C1)P(C1=CC=CC=C1)C1=CC=CC=C1.C1(=CC=CC=C1)P(C1=CC=CC=C1)C1=CC=CC=C1.C1(=CC=CC=C1)P(C1=CC=CC=C1)C1=CC=CC=C1.C1(=CC=CC=C1)P(C1=CC=CC=C1)C1=CC=CC=C1 (tetrakis(triphenylphosphine) palladium). Solvent: COCCOC (1,2-dimethyoxyethane), [Cl-].[NH4+] (ammonium chloride). Reaction conditions: temperature 80 celsius. Yields the product C(C)(C)(C)OC(=O)NCC1=C(C=CC=C1)C1=CC=C(C=C1)CO[Si](C)(C)C(C)(C)C (2'-[(t-Butoxycarbonylamino)methyl]-4-[(t-butyldimethylsiloxy)methyl]-1,1'-biphenyl). The yield is 75.1%. Reaction SMILES: [O:1]([CH2:9][C:10]1[CH:15]=[CH:14][C:13](B(O)O)=[CH:12][CH:11]=1)[Si:2]([C:5]([CH3:8])([CH3:7])[CH3:6])([CH3:4])[CH3:3].O.O.O.O.O.O.[OH-].[Ba+2].[OH-].[C:28]([O:32][C:33]([NH:35][CH2:36][C:37]1[CH:42]=[CH:41][CH:40]=[CH:39][C:38]=1Br)=[O:34])([CH3:31])([CH3:30])[CH3:29]>COCCOC.[Cl-].[NH4+].[Pd].C1(P(C2C=CC=CC=2)C2C=CC=CC=2)C=CC=CC=1.C1(P(C2C=CC=CC=2)C2C=CC=CC=2)C=CC=CC=1.C1(P(C2C=CC=CC=2)C2C=CC=CC=2)C=CC=CC=1.C1(P(C2C=CC=CC=2)C2C=CC=CC=2)C=CC=CC=1>[C:28]([O:32][C:33]([NH:35][CH2:36][C:37]1[CH:42]=[CH:41][CH:40]=[CH:39][C:38]=1[C:13]1[CH:14]=[CH:15][C:10]([CH2:9][O:1][Si:2]([C:5]([CH3:8])([CH3:7])[CH3:6])([CH3:4])[CH3:3])=[CH:11][CH:12]=1)=[O:34])([CH3:31])([CH3:29])[CH3:30] |f:1.2.3.4.5.6.7.8.9,12.13,14.15.16.17.18|. Procedure: To a solution of 1.0 g (3.8 mmol) of 4-(t-butyldimethaylsilyoxymethyl)phenylboronic acid (Step E) in 24 mL of 1,2-dimethyoxyethane was added 4 mL of water,m 1.02 g (5.37 mmol) of barium hydroxide hexahydrate, 1.02 g (3.58 mmol) of N-(t-butoxycarbonyl)-2-bromobenzylamine (Step F) and 206 mg (0.18 mmol) of tetrakis(triphenylphosphine) palladium. The resulting mixture was heated under nitrogen at 80° C. for 2.5 hours then cooled to room temperature. The reaction mixture was diluted with 40 mL of sa... Yields the product CC(C)CN(CC(C)C)c1ccc(C(=O)c2ccccc2)cc1[N+](=O)[O-]. The reactants are CC(C)CNCC(C)C, CCO, O=C(c1ccccc1)c1ccc(Cl)c([N+](=O)[O-])c1. RXN SMILES: [CH2:19]([CH:20]([CH3:21])[CH3:22])[NH:23][CH2:24][CH:25]([CH3:26])[CH3:27].[CH3:28][CH2:29][OH:30].[N+:1](=[O:2])([O-:3])[c:4]1[cH:5][c:6]([C:7](=[O:8])[c:9]2[cH:10][cH:11][cH:12][cH:13][cH:14]2)[cH:15][cH:16][c:17]1[Cl:18]>>[N+:1](=[O:2])([O-:3])[c:4]1[cH:5][c:6]([C:7](=[O:8])[c:9]2[cH:10][cH:11][cH:12][cH:13][cH:14]2)[cH:15][cH:16][c:17]1[N:23]([CH2:19][CH:20]([CH3:21])[CH3:22])[CH2:24][CH:25]([CH3:26])[CH3:27]. Reactants: BrCCO (2-bromoethanol), C[C@H](C1=CC=CC=C1)N ((R)-(+)-α-methylbenzylamine), Br (hydrobromic acid). Solvent: ClCCl (dichloromethane). Conditions: temperature 51 celsius, time 50 hour. Yields the product C[C@H]1NCCC2=CC=CC=C12 ((R)-(+)-1-methyl-1,2,3,4-tetrahydroisoquinoline). The yield is 137.5%. RXN SMILES: [CH3:1][C@@H:2]([NH2:9])[C:3]1[CH:8]=[CH:7][CH:6]=[CH:5][CH:4]=1.Br[CH2:11][CH2:12]O.Br>ClCCl>[CH3:1][C@@H:2]1[C:3]2[C:8](=[CH:7][CH:6]=[CH:5][CH:4]=2)[CH2:12][CH2:11][NH:9]1. Reported procedure: 76.61 g(630 mmole) of (R)-(+)-α-methylbenzylamine was dissolved in 77 ml of dichloromethane and 94.8 g(760 mmole) of 2-bromoethanol was added thereto. This mixture was stirred at 51° C. for 50 hours to complete the reaction. The reaction solution was concentrated under reduced pressure and 286.4 ml(2500 mmole) of 48% aqueous hydrobromic acid solution was added thereto and then allowed to react at 126° C. for 30 minutes under refluxing. The reaction solution was then distilled for 2 hours under n...